The task is: describe an organic reaction: reactants, conditions, products, and yield. This data is from the Open Reaction Database (ORD), a public repository of structured organic reaction records. Reactants: ice water, C1(=CC=CC=C1)C(OC1CCN(CC1)CCCN)C1=CC=CC=C1 (4-(diphenylmethoxy)-1-piperidinepropanamine), ClC=1C=CC=2N(N1)C=C(N2)C(=O)OCC (ethyl 6-chloroimidazo[1,2-b]pyridazin-2-carboxylate), CN(C=O)C (N,N-dimethylformamide), C(C)N(C(C)C)C(C)C (N-ethyldiisopropylamine). Conditions: temperature 80 celsius, time 18.5 hour. Yields the product C(\C=C\C(=O)O)(=O)O.C(\C=C\C(=O)O)(=O)O.C1(=CC=CC=C1)C(OC1CCN(CC1)CCCNC=1C=CC=2N(N1)C=C(N2)C(=O)OCC)C2=CC=CC=C2 (ethyl 6-[3-[4-(diphenylmethoxy)piperidino] propylamino]imidazo[1,2-b]pyridazine-2-carboxylate difumarate). Reaction SMILES: [C:1]1([CH:7]([C:19]2[CH:24]=[CH:23][CH:22]=[CH:21][CH:20]=2)[O:8][CH:9]2[CH2:14][CH2:13][N:12]([CH2:15][CH2:16][CH2:17][NH2:18])[CH2:11][CH2:10]2)[CH:6]=[CH:5][CH:4]=[CH:3][CH:2]=1.Cl[C:26]1[CH:27]=[CH:28][C:29]2[N:30]([CH:32]=[C:33]([C:35]([O:37][CH2:38][CH3:39])=[O:36])[N:34]=2)[N:31]=1.C(N(C(C)C)C(C)C)C.CN(C)[CH:51]=[O:52]>>[C:9]([OH:8])(=[O:52])/[CH:32]=[CH:33]/[C:35]([OH:37])=[O:36].[C:51]([OH:52])(=[O:8])/[CH:32]=[CH:33]/[C:35]([OH:37])=[O:36].[C:19]1([CH:7]([C:1]2[CH:2]=[CH:3][CH:4]=[CH:5][CH:6]=2)[O:8][CH:9]2[CH2:14][CH2:13][N:12]([CH2:15][CH2:16][CH2:17][NH:18][C:26]3[CH:27]=[CH:28][C:29]4[N:30]([CH:32]=[C:33]([C:35]([O:37][CH2:38][CH3:39])=[O:36])[N:34]=4)[N:31]=3)[CH2:11][CH2:10]2)[CH:24]=[CH:23][CH:22]=[CH:21][CH:20]=1 |f:4.5.6|. Procedure details: 686 mg of 4-(diphenylmethoxy)-1-piperidinepropanamine and 477 mg of ethyl 6-chloroimidazo[1,2-b]pyridazin-2-carboxylate were dissolved in 7 ml of N,N-dimethylformamide; 0.73 ml of N-ethyldiisopropylamine was added, followed by stirring in an oil bath (80° C.) for 18.5 hours. After cooling, ice water and saline were added, followed by extraction with ethyl acetate-tetrahydrofuran (1:1); the extract was washed with saturated saline and dried with magnesium sulfate. The dry product was concentrated...